This data is from the Open Reaction Database (ORD), a public repository of structured organic reaction records. The task is: describe an organic reaction: reactants, conditions, products, and yield Reactants: ClCCl, CCCCCC(C)C(C)c1cc(O)c2c(c1)OC(C)(C)C1=C2CSC1, CC(C)(CCN1CCCCC1)C(=O)O, C(=NC1CCCCC1)=NC1CCCCC1, Cl. Yields the product CCCCCC(C)C(C)c1cc(OC(=O)C(C)(C)CCN2CCCCC2)c2c(c1)OC(C)(C)C1=C2CSC1, Cl. Reaction SMILES: [CH2:56]([Cl:57])[Cl:58].[CH3:16][C:17]1([CH3:40])[O:18][c:19]2[c:20]([c:26]([OH:39])[cH:27][c:28]([CH:30]([CH3:31])[CH:32]([CH2:33][CH2:34][CH2:35][CH2:36][CH3:37])[CH3:38])[cH:29]2)[C:21]2=[C:22]1[CH2:23][S:24][CH2:25]2.[CH3:2][C:3]([C:4](=[O:5])[OH:6])([CH2:7][CH2:8][N:9]1[CH2:10][CH2:11][CH2:12][CH2:13][CH2:14]1)[CH3:15].[CH:41]1([N:42]=[C:43]=[N:44][CH:45]2[CH2:46][CH2:47][CH2:48][CH2:49][CH2:50]2)[CH2:51][CH2:52][CH2:53][CH2:54][CH2:55]1.[ClH:1]>>[CH3:2][C:3]([C:4]([O:5][c:26]1[c:20]2[c:19]([cH:29][c:28]([CH:30]([CH3:31])[CH:32]([CH2:33][CH2:34][CH2:35][CH2:36][CH3:37])[CH3:38])[cH:27]1)[O:18][C:17]([CH3:16])([CH3:40])[C:22]1=[C:21]2[CH2:25][S:24][CH2:23]1)=[O:6])([CH2:7][CH2:8][N:9]1[CH2:10][CH2:11][CH2:12][CH2:13][CH2:14]1)[CH3:15].[ClH:1]. Starting materials: C(C1=CC=CC=C1)OC(=O)N1CC2=CC(=CC=C2CC1)O (7-hydroxy-1,2,3,4-tetrahydroisoquinoline-2-carboxylic acid benzyl ester), C(C)(C)(C)OC(=O)N1CCC(CC1)(CCO)C#N (4-cyano-4-(2-hydroxyethyl)piperidine-1-carboxylic acid tert-butyl ester), C1(=CC=CC=C1)P(C1=CC=CC=C1)C1=CC=CC=C1 (triphenylphosphine), N(=NC(=O)OCC)C(=O)OCC (diethyl azodicarboxylate). The solvent is O1CCCC1 (tetrahydrofuran). Reaction conditions: time 16 hour. Product: C(C1=CC=CC=C1)OC(=O)N1CC2=CC(=CC=C2CC1)OCCC1(CCN(CC1)C(=O)OC(C)(C)C)C#N (7-[2-(1-tert-Butoxycarbonyl-4-cyanopiperidin-4-yl)ethoxy]-1,2,3,4-tetrahydroisoquinoline-2-carboxylic Acid Benzyl Ester). Yield: 79.3%. RXN SMILES: [CH2:1]([O:8][C:9]([N:11]1[CH2:20][CH2:19][C:18]2[C:13](=[CH:14][C:15]([OH:21])=[CH:16][CH:17]=2)[CH2:12]1)=[O:10])[C:2]1[CH:7]=[CH:6][CH:5]=[CH:4][CH:3]=1.[C:22]([O:26][C:27]([N:29]1[CH2:34][CH2:33][C:32]([C:38]#[N:39])([CH2:35][CH2:36]O)[CH2:31][CH2:30]1)=[O:28])([CH3:25])([CH3:24])[CH3:23].C1(P(C2C=CC=CC=2)C2C=CC=CC=2)C=CC=CC=1.N(C(OCC)=O)=NC(OCC)=O>O1CCCC1>[CH2:1]([O:8][C:9]([N:11]1[CH2:20][CH2:19][C:18]2[C:13](=[CH:14][C:15]([O:21][CH2:36][CH2:35][C:32]3([C:38]#[N:39])[CH2:33][CH2:34][N:29]([C:27]([O:26][C:22]([CH3:24])([CH3:23])[CH3:25])=[O:28])[CH2:30][CH2:31]3)=[CH:16][CH:17]=2)[CH2:12]1)=[O:10])[C:2]1[CH:7]=[CH:6][CH:5]=[CH:4][CH:3]=1. Reported procedure: To a solution of 7-hydroxy-1,2,3,4-tetrahydroisoquinoline-2-carboxylic acid benzyl ester (1.1 g), 4-cyano-4-(2-hydroxyethyl)piperidine-1-carboxylic acid tert-butyl ester (1 g) and triphenylphosphine (1.22 g) in tetrahydrofuran (40 ml) was added diethyl azodicarboxylate (2 g) with ice-cooling, and the mixture was stirred at room temperature for 16 hours. After completion of the reaction, the solvent was evaporated. The obtained residue was purified by silica gel column chromatography (hexane:ethy... Reaction SMILES: [N:1]1([CH2:7][c:8]2[cH:9][c:10]([O:14][CH2:15][CH:16]=[CH:17][CH2:18][NH2:19])[n:11][cH:12][cH:13]2)[CH2:2][CH2:3][CH2:4][CH2:5][CH2:6]1.[nH:20]1[cH:21][c:22]([C:25](=[O:26])[OH:27])[cH:23][cH:24]1>>[N:1]1([CH2:7][c:8]2[cH:9][c:10]([O:14][CH2:15][CH:16]=[CH:17][CH2:18][NH:19][C:25]([c:22]3[cH:21][nH:20][cH:24][cH:23]3)=[O:26])[n:11][cH:12][cH:13]2)[CH2:2][CH2:3][CH2:4][CH2:5][CH2:6]1. The reactants are NCC=CCOc1cc(CN2CCCCC2)ccn1, O=C(O)c1cc[nH]c1. Yields the product O=C(NCC=CCOc1cc(CN2CCCCC2)ccn1)c1cc[nH]c1. Reactants: ClC=1C=NC=CC1Cl (3,4-Dichloropyridine), C(C)(C)(C)OC(=O)N1CCNCC1 (tert-butylpiperazinecarboxylate). Yields the product C(C)(C)(C)OC(=O)N1CCN(CC1)C1=C(C=NC=C1)Cl (1-(3-Chloropyridin-4-yl)piperazine-4-carboxylic acid tert-butyl ester). RXN SMILES: [Cl:1][C:2]1[CH:3]=[N:4][CH:5]=[CH:6][C:7]=1Cl.[C:9]([O:13][C:14]([N:16]1[CH2:21][CH2:20][NH:19][CH2:18][CH2:17]1)=[O:15])([CH3:12])([CH3:11])[CH3:10]>>[C:9]([O:13][C:14]([N:16]1[CH2:21][CH2:20][N:19]([C:7]2[CH:6]=[CH:5][N:4]=[CH:3][C:2]=2[Cl:1])[CH2:18][CH2:17]1)=[O:15])([CH3:12])([CH3:10])[CH3:11]. Procedure details: The pyridine from step (a) above (5 g, 3.38 mmol) and tert-butylpiperazinecarboxylate (6.29 g, 3.38 mmol, Aldrich) reacted under the conditions of Example 3a to give the title compound as an orange oil. MS (ESI, pos. ion) m/z: 298 (M+1). Starting materials: ClC1=CC(=C2C(=N1)NC=C2)[N+](=O)[O-] (6-Chloro-4-nitro-1H-pyrrolo[2,3-b]pyridine), Cl.NC1=CC(=C(C(=C1)F)O)F (4-amino-2,6-difluorophenol hydrochloride), C([O-])([O-])=O.[K+].[K+] (potassium carbonate), S(=O)([O-])S(=O)[O-].[Na+].[Na+] (sodium dithionite). The solvent is CS(=O)C (DMSO), C(C)(=O)OCC (ethyl acetate). Reaction conditions: temperature 120 celsius. Yields the product ClC1=CC(=C2C(=N1)NC=C2)OC2=C(C=C(C=C2F)N)F ({4-[(6-Chloro-1H-pyrrolo[2,3-b]pyridin-4-yl)oxy]-3,5-difluorophenyl}amine). As a reaction SMILES: [Cl:1][C:2]1[N:7]=[C:6]2[NH:8][CH:9]=[CH:10][C:5]2=[C:4]([N+]([O-])=O)[CH:3]=1.C(=O)([O-])[O-].[K+].[K+].S(S([O-])=O)([O-])=O.[Na+].[Na+].Cl.[NH2:29][C:30]1[CH:35]=[C:34]([F:36])[C:33]([OH:37])=[C:32]([F:38])[CH:31]=1>CS(C)=O.C(OCC)(=O)C>[Cl:1][C:2]1[N:7]=[C:6]2[NH:8][CH:9]=[CH:10][C:5]2=[C:4]([O:37][C:33]2[C:34]([F:36])=[CH:35][C:30]([NH2:29])=[CH:31][C:32]=2[F:38])[CH:3]=1 |f:1.2.3,4.5.6,7.8|. Reported procedure: 664 mg (3.36 mmol) of 6-chloro-4-nitro-1H-pyrrolo[2,3-b]pyridine (from example XXX), 1.39 g (10.1 mmol) of powdered potassium carbonate and 877 mg (5.04 mmol) of sodium dithionite are suspended in 10 ml of DMSO. The mixture is degassed, and 915 mg (5.04 mmol) of 4-amino-2,6-difluorophenol hydrochloride (from example XXXII) are added. The mixture is heated at 120° C. for 4 hours. After addition of ethyl acetate, the mixture is filtered off with suction through CELITE (diatomaceous earth) and the ... Reactants: N[C@@H](CC(=O)O)C(=O)O (aspartic acid), CC1=C(N=CN1)CSCC/N=C(\NC)/NC#N (cimetidine). Solvent: ClCCl (dichloromethane). Run at time 3 hour. The product is CC1=C(N=CN1)CSCC/N=C(\NC)/NC#N.N[C@@H](CC(=O)[O-])C(=O)[O-] (Cimetidine aspartate). The yield is 97.5%. RXN SMILES: [NH2:1][C@H:2]([C:7]([OH:9])=[O:8])[CH2:3][C:4]([OH:6])=[O:5].[CH3:10][C:11]1[NH:15][CH:14]=[N:13][C:12]=1[CH2:16][S:17][CH2:18][CH2:19]/[N:20]=[C:21](/[NH:24][C:25]#[N:26])\[NH:22][CH3:23]>ClCCl>[CH3:10][C:11]1[NH:15][CH:14]=[N:13][C:12]=1[CH2:16][S:17][CH2:18][CH2:19]/[N:20]=[C:21](/[NH:24][C:25]#[N:26])\[NH:22][CH3:23].[NH2:1][C@H:2]([C:7]([O-:9])=[O:8])[CH2:3][C:4]([O-:6])=[O:5] |f:3.4|. Procedure details: A mixture of 0.66 g (0.5 cmole) of aspartic acid and 1.26 g (0.5 cmole) of cimetidine was suspended in 15 ml of dichloromethane. It was stirred for 3 hours at room temperature, filtered, washed with dichloromethane and dried. Weight 1.87 g (yield 97.5%). A stereoscopically homogenous microcrystalline white solid. M.p.: 141°-142° C. In the infra red spectrum the lines at 3200, 3130, 2160, 1620 and 1585 cm-1 are characteristic. The reactants are C(C)(=O)OCC1=NC=C(C(=C1)OS(=O)(=O)C(F)(F)F)OCC1=CC=C(C=C1)OC ((5-({[4-(methoxy)phenyl]methyl}oxy)-4-{[(trifluoromethyl)sulfonyl]oxy}-2-pyridinyl)methyl acetate), C1=CC=C(C=C1)P(C2=CC=CC=C2)C3=C(C4=CC=CC=C4C=C3)C5=C(C=CC6=CC=CC=C65)P(C7=CC=CC=C7)C8=CC=CC=C8 ((R)-(+)-2,2 bis(diphenylphosphino)-1,1-binaphthyl), CC(C)(C)[S-].[Na+] (Sodium 2-methyl-2-propanethiolate). The reagents and catalysts are C(C)(=O)[O-].[Pd+2].C(C)(=O)[O-] (palladium acetate). The solvent is C1(=CC=CC=C1)C (toluene). Reaction conditions: temperature 60 celsius, time 3 hour. Yields the product C(C)(=O)OCC1=NC=C(C(=C1)SC(C)(C)C)OCC1=CC=C(C=C1)OC ([4-[(1,1-dimethylethyl)thio]-5-({[4-(methoxy)phenyl]methyl}oxy)-2-pyridinyl]methyl acetate). Yield: 100.0%. Reaction SMILES: [C:1]([O:4][CH2:5][C:6]1[CH:11]=[C:10](OS(C(F)(F)F)(=O)=O)[C:9]([O:20][CH2:21][C:22]2[CH:27]=[CH:26][C:25]([O:28][CH3:29])=[CH:24][CH:23]=2)=[CH:8][N:7]=1)(=[O:3])[CH3:2].C1C=CC(P(C2C=CC3C(=CC=CC=3)C=2C2C3C(=CC=CC=3)C=CC=2P(C2C=CC=CC=2)C2C=CC=CC=2)C2C=CC=CC=2)=CC=1.[CH3:76][C:77]([S-:80])([CH3:79])[CH3:78].[Na+]>C1(C)C=CC=CC=1.C([O-])(=O)C.[Pd+2].C([O-])(=O)C>[C:1]([O:4][CH2:5][C:6]1[CH:11]=[C:10]([S:80][C:77]([CH3:79])([CH3:78])[CH3:76])[C:9]([O:20][CH2:21][C:22]2[CH:23]=[CH:24][C:25]([O:28][CH3:29])=[CH:26][CH:27]=2)=[CH:8][N:7]=1)(=[O:3])[CH3:2] |f:2.3,5.6.7|. Procedure: To a solution of (5-({[4-(methoxy)phenyl]methyl}oxy)-4-{[(trifluoromethyl)sulfonyl]oxy}-2-pyridinyl)methyl acetate (10 g, 23 mmol) in anhydrous toluene, (R)-(+)-2,2 bis(diphenylphosphino)-1,1-binaphthyl (312 mg, 0.4 mmol) was added. The reaction mixture was degassed before adding palladium acetate (103 mg, 0.4 mmol). Sodium 2-methyl-2-propanethiolate was added, the system degassed again and the reaction mixture was stirred at 60° C. for 3 hours, under argon atmosphere then at 70 oC for a further... Starting materials: C=CCBr, OCCc1ccc(F)cc1, [H-], [Na+], CN(C)C=O. The product is C=CCOCCc1ccc(F)cc1. RXN SMILES: [CH2:13]([CH:14]=[CH2:15])[Br:16].[F:1][c:2]1[cH:3][cH:4][c:5]([CH2:8][CH2:9][OH:10])[cH:6][cH:7]1.[H-:11].[Na+:12].[O:17]=[CH:18][N:19]([CH3:20])[CH3:21]>>[F:1][c:2]1[cH:3][cH:4][c:5]([CH2:8][CH2:9][O:10][CH2:15][CH:14]=[CH2:13])[cH:6][cH:7]1. The reactants are C1=C(C=CC2=CC=CC=C12)NC(C(=O)O)C (2-(naphthalen-2-ylamino)-propionic acid), COC(CN(C(C(C)NC1=CC2=CC=CC=C2C=C1)=O)CCCN1C[C@H](C2(CC2)CC1)O)OC (N-(2,2-dimethoxy-ethyl)-N-[3-((S)-4-hydroxy-6-aza-spiro[2.5]oct-6-yl)-propyl]-2-(naphthalen-2-ylamino)-propionamide), C1=C(C=CC2=CC=CC=C12)NC(C(=O)O)C (2-(naphthalen-2-ylamino)-propionic acid), COC(CNCCCN1C[C@H](C2(CC2)CC1)O)OC ((S)-6-[3-(2,2-dimethoxy-ethylamino)-propyl]-6-aza-spiro[2.5]octan-4-ol). Yields the product O[C@H]1C2(CC2)CCN(C1)CCCN1C([C@@H](N(CC1)C1=CC2=CC=CC=C2C=C1)C)=O ((S)-1-[3-((S)-4-Hydroxy-6-aza-spiro[2.5]oct-6-yl)-propyl]-3-methyl-4-naphthalen-2-yl-piperazin-2-one). RXN SMILES: C1C2C(=CC=CC=2)C=CC=1NC(C)C(O)=O.COC(OC)CNCCCN1CCC2(CC2)[C@H](O)C1.CO[CH:38](OC)[CH2:39][N:40]([CH2:56][CH2:57][CH2:58][N:59]1[CH2:66][CH2:65][C:62]2([CH2:64][CH2:63]2)[C@H:61]([OH:67])[CH2:60]1)[C:41](=[O:55])[CH:42]([NH:44][C:45]1[CH:54]=[CH:53][C:52]2[C:47](=[CH:48][CH:49]=[CH:50][CH:51]=2)[CH:46]=1)[CH3:43]>>[OH:67][C@@H:61]1[CH2:60][N:59]([CH2:58][CH2:57][CH2:56][N:40]2[CH2:39][CH2:38][N:44]([C:45]3[CH:54]=[CH:53][C:52]4[C:47](=[CH:48][CH:49]=[CH:50][CH:51]=4)[CH:46]=3)[C@@H:42]([CH3:43])[C:41]2=[O:55])[CH2:66][CH2:65][C:62]21[CH2:64][CH2:63]2. Procedure details: The title compound was produced in analogy with examples 74 and 75, steps D-F. Thus, coupling of 2-(naphthalen-2-ylamino)-propionic acid (intermediate 16) with (S)-6-[3-(2,2-dimethoxy-ethylamino)-propyl]-6-aza-spiro[2.5]octan-4-ol (examples 74/75C) in step D led to N-(2,2-dimethoxy-ethyl)-N-[3-((S)-4-hydroxy-6-aza-spiro[2.5]oct-6-yl)-propyl]-2-(naphthalen-2-ylamino)-propionamide, which was cyclized in step E. Finally, HPLC purification of the epimeric mixture, 1-[3-((S)-4-hydroxy-6-aza-spiro[2.5... Starting materials: N1C=C(C2=CC=CC=C12)C(=O)OCC12CCN(CC1)CC2 ((Quinuclidin-4-yl)methyl 1H-indole-3-carboxylate), N12CCC(CC1)(C2)CO (1-Azabicyclo[2.2.1]heptan-4-ylmethanol). Product: COC=1C=C2C(=CNC2=CC1)C(=O)OCC12CCN(CC1)C2 (1-Azabicyclo[2.2.1]heptan-4-ylmethyl 5-methoxy-1H-indole-3-carboxylate). As a reaction SMILES: [NH:1]1[C:9]2[C:4](=[CH:5][CH:6]=[CH:7][CH:8]=2)[C:3]([C:10]([O:12][CH2:13][C:14]23C[CH2:20][N:17]([CH2:18][CH2:19]2)[CH2:16][CH2:15]3)=[O:11])=[CH:2]1.N12CC([CH2:29][OH:30])(CC1)CC2>>[CH3:29][O:30][C:6]1[CH:5]=[C:4]2[C:9](=[CH:8][CH:7]=1)[NH:1][CH:2]=[C:3]2[C:10]([O:12][CH2:13][C:14]12[CH2:20][N:17]([CH2:16][CH2:15]1)[CH2:18][CH2:19]2)=[O:11]. Reported procedure: 1-Azabicyclo[2.2.1]heptan-4-ylmethyl 5-methoxy-1H-indole-3-carboxylate was synthesized using the procedure described for (Quinuclidin-4-yl)methyl 1H-indole-3-carboxylate using 1-Azabicyclo[2.2.1]heptan-4-ylmethanol. MS: (m/e) 300.